This data is from the Open Reaction Database (ORD), a public repository of structured organic reaction records. The task is: describe an organic reaction: reactants, conditions, products, and yield Reactants: CI, [Cl-], Fc1ccc2cc[nH]c2c1, [H-], [NH4+], [Na+], CN(C)C=O. Yields the product Cn1ccc2ccc(F)cc21. As a reaction SMILES: [CH3:13][I:14].[Cl-:15].[F:1][c:2]1[cH:3][cH:4][c:5]2[cH:6][cH:7][nH:8][c:9]2[cH:10]1.[H-:11].[NH4+:16].[Na+:12].[O:17]=[CH:18][N:19]([CH3:20])[CH3:21]>>[F:1][c:2]1[cH:3][cH:4][c:5]2[cH:6][cH:7][n:8]([CH3:13])[c:9]2[cH:10]1. As a reaction SMILES: [C:1]([O:5][C:6]([N:8]1[CH2:12][C@H:11]([C:13]2[CH:18]=[CH:17][CH:16]=[CH:15][CH:14]=2)[C@@H:10]([OH:19])[CH2:9]1)=[O:7])([CH3:4])([CH3:3])[CH3:2].[F:20][C:21]([F:42])([F:41])[C:22]1[CH:23]=[C:24]([C@@H:32](OC(=N)C(Cl)(Cl)Cl)[CH3:33])[CH:25]=[C:26]([C:28]([F:31])([F:30])[F:29])[CH:27]=1>C(Cl)Cl>[F:20][C:21]([F:41])([F:42])[C:22]1[CH:23]=[C:24]([C@H:32]([O:19][C@@H:10]2[C@@H:11]([C:13]3[CH:14]=[CH:15][CH:16]=[CH:17][CH:18]=3)[CH2:12][N:8]([C:6]([O:5][C:1]([CH3:4])([CH3:2])[CH3:3])=[O:7])[CH2:9]2)[CH3:33])[CH:25]=[C:26]([C:28]([F:29])([F:30])[F:31])[CH:27]=1. Reaction conditions: temperature 0 celsius, time 24 hour. Starting materials: C(C)(C)(C)OC(=O)N1C[C@@H]([C@H](C1)C1=CC=CC=C1)O ((3R,4S) tert-butyl-3-hydroxy-4-phenylpyrrolidine-1-carboxylate), FC(C=1C=C(C=C(C1)C(F)(F)F)[C@H](C)OC(C(Cl)(Cl)Cl)=N)(F)F ((1S)-1-[3,5-bis(trifluoromethyl)phenyl]ethyl-2,2,2-trichloroethanimidoate). Procedure: To a solution of 1.0 g (3.8 mmol) (3R,4S) tert-butyl-3-hydroxy-4-phenylpyrrolidine-1-carboxylate (Step B) and 3 g (7.6 mmol, 2 equiv) (S)-trichloroacetimidate (step C) in 40 mL dry heptanes and 10 mL dry methylene chloride under nitrogen atmosphere at 0° C. was added dropwise 0.092 mL (0.8 mmol, 0.2 equiv) HBF4-dimethyl ether complex. The resulting reaction mixture was stirred at 0° C. for 24 hr. The volatiles were removed under vacuum and the residue dissolved in 10 mL methylene chloride and pu... Solvent: heptanes, C(Cl)Cl (methylene chloride). The product is methyl, FC(C=1C=C(C=C(C1)C(F)(F)F)[C@@H](C)O[C@H]1CN(C[C@@H]1C1=CC=CC=C1)C(=O)OC(C)(C)C)(F)F (tert-Butyl (3R,4S)-3-({(1R)-1-[3,5-bis(trifluoromethyl)phenyl]ethyl}oxy)-4-phenylpyrrolidine-1-carboxylate). The reactants are Cl.COC(C1=CC=CC=C1)=N (Benzimidic acid methyl ester hydrochloride), C([O-])([O-])=O.[Na+].[Na+] (sodium carbonate). The solvent is C(C)OCC (diethyl ether). Product: COC(C1=CC=CC=C1)=N (Benzimidic acid methyl ester). Isolated yield 81.4%. RXN SMILES: Cl.[CH3:2][O:3][C:4](=[NH:11])[C:5]1[CH:10]=[CH:9][CH:8]=[CH:7][CH:6]=1.C(=O)([O-])[O-].[Na+].[Na+]>C(OCC)C>[CH3:2][O:3][C:4](=[NH:11])[C:5]1[CH:10]=[CH:9][CH:8]=[CH:7][CH:6]=1 |f:0.1,2.3.4|. Procedure: Benzimidic acid methyl ester hydrochloride (5 g, 29.1 mmol) was partitioned between saturated sodium carbonate solution (200 mL) and diethyl ether (100 mL). The organic layer was dried (MgSO4) and concentrated to provide the desired product as a colorless liquid (3.20 g, 81%). This material was used without further purification. 1H NMR (400 MHz, CDCl3) δ3.93 (s, 3H), 7.39-7.46 (m, 3H), 7.75 (d, J=1.1 Hz, 2H). Reactants: C(C1=CC=CC=C1)(=O)N1CC(CC1)(CCS(=O)(=O)C)C1=CC(=C(C=C1)OC)OC (1-benzoyl-3-(3,4-dimethoxy-phenyl)-3-(2-methanesulfonyl-ethyl)-pyrrolidine), C(C)(=O)OCC.CO (ethyl acetate methanol), FC1=CC=C(CN2C(=NC3=C2C=CC=C3)C3(CCNCC3)O)C=C1 (4-[1-(4-fluoro-benzyl)-1 H-benzoimidazol-2-yl]-4-hydroxy-piperidine), C([O-])(O)=O.[Na+] (sodium bicarbonate). Solvent: O1CCCC1.O (tetrahydrofuran water), ClCCl (dichloromethane). Reaction conditions: time 72 hour. The product is C(C1=CC=CC=C1)(=O)N1CC(CC1)(C1=CC(=C(C=C1)OC)OC)CCN1CCC(CC1)(O)C1=NC2=C(N1CC1=CC=C(C=C1)F)C=CC=C2 (1-Benzoyl-3-[2-[4-[1-(4-fluoro-benzyl)-1 H-benzoimidazol-2-yl]-4-hydroxy-piperidin-1-yl]-ethyl]-3-(3,4-dimethoxy-phenyl)-pyrrolidine). As a reaction SMILES: [C:1]([N:9]1[CH2:13][CH2:12][C:11]([C:20]2[CH:25]=[CH:24][C:23]([O:26][CH3:27])=[C:22]([O:28][CH3:29])[CH:21]=2)([CH2:14][CH2:15]S(C)(=O)=O)[CH2:10]1)(=[O:8])[C:2]1[CH:7]=[CH:6][CH:5]=[CH:4][CH:3]=1.[F:30][C:31]1[CH:53]=[CH:52][C:34]([CH2:35][N:36]2[C:40]3[CH:41]=[CH:42][CH:43]=[CH:44][C:39]=3[N:38]=[C:37]2[C:45]2([OH:51])[CH2:50][CH2:49][NH:48][CH2:47][CH2:46]2)=[CH:33][CH:32]=1.C(=O)(O)[O-].[Na+].C(OCC)(=O)C.CO>O1CCCC1.O.ClCCl>[C:1]([N:9]1[CH2:13][CH2:12][C:11]([CH2:14][CH2:15][N:48]2[CH2:49][CH2:50][C:45]([C:37]3[N:36]([CH2:35][C:34]4[CH:52]=[CH:53][C:31]([F:30])=[CH:32][CH:33]=4)[C:40]4[CH:41]=[CH:42][CH:43]=[CH:44][C:39]=4[N:38]=3)([OH:51])[CH2:46][CH2:47]2)([C:20]2[CH:25]=[CH:24][C:23]([O:26][CH3:27])=[C:22]([O:28][CH3:29])[CH:21]=2)[CH2:10]1)(=[O:8])[C:2]1[CH:7]=[CH:6][CH:5]=[CH:4][CH:3]=1 |f:2.3,4.5,6.7|. Reported procedure: Combine 1-benzoyl-3-(3,4-dimethoxy-phenyl)-3-(2-methanesulfonyl-ethyl)-pyrrolidine (0.48 g, 1.1 mmol) and 4-[1-(4-fluoro-benzyl)-1 H-benzoimidazol-2-yl]-4-hydroxy-piperidine (0.54 g, 1.7 mmol), and sodium bicarbonate (0.235 g, 2.22 mmol) in tetrahydrofuran/water (15/4) (50 mL). Heat to reflux. After 72 hours, cool to ambient temperature and evaporate in vacuo to obtain a residue. Partition the residue between dichloromethane and 5% sodium bicarbonate solution. Dry the organic layer over Na2SO4, ...